Dataset: the Open Reaction Database (ORD), a public repository of structured organic reaction records. Task: describe an organic reaction: reactants, conditions, products, and yield Starting materials: CN1Cc2c(Cl)cc(Cl)cc2C(c2ccc(N)cc2)C1, O=C(Cl)Oc1ccc([N+](=O)[O-])cc1, ClCCl. The product is CN1Cc2c(Cl)cc(Cl)cc2C(c2ccc(NC(=O)Oc3ccc([N+](=O)[O-])cc3)cc2)C1. As a reaction SMILES: [Cl:1][c:2]1[cH:3][c:4]2[c:9]([c:10]([Cl:12])[cH:11]1)[CH2:8][N:7]([CH3:13])[CH2:6][CH:5]2[c:14]1[cH:15][cH:16][c:17]([NH2:20])[cH:18][cH:19]1.[Cl:21][C:22](=[O:23])[O:24][c:25]1[cH:26][cH:27][c:28]([N+:31](=[O:32])[O-:33])[cH:29][cH:30]1.[Cl:34][CH2:35][Cl:36]>>[Cl:1][c:2]1[cH:3][c:4]2[c:9]([c:10]([Cl:12])[cH:11]1)[CH2:8][N:7]([CH3:13])[CH2:6][CH:5]2[c:14]1[cH:15][cH:16][c:17]([NH:20][C:22](=[O:23])[O:24][c:25]2[cH:26][cH:27][c:28]([N+:31](=[O:32])[O-:33])[cH:29][cH:30]2)[cH:18][cH:19]1. Starting materials: BrBr, C1COCCO1, Cl, CC(=O)C12CC3CC1CC(c1ccc([N+](=O)[O-])cc1)(C3)C2, [Na+], [O-]Br, [OH-], O. Yields the product O=C(O)C12CC3CC1CC(c1ccc([N+](=O)[O-])cc1)(C3)C2. As a reaction SMILES: [Br:3][Br:4].[CH2:29]1[O:30][CH2:31][CH2:32][O:33][CH2:34]1.[ClH:28].[N+:7](=[O:8])([O-:9])[c:10]1[cH:11][cH:12][c:13]([C:16]23[CH2:17][C:18]4([C:25]([CH3:26])=[O:27])[CH2:19][CH:20]([CH2:21][CH:22]4[CH2:23]2)[CH2:24]3)[cH:14][cH:15]1.[Na+:2].[O-:5][Br:6].[OH-:1].[OH2:35]>>[OH:1][C:25]([C:18]12[CH2:17][C:16]3([c:13]4[cH:12][cH:11][c:10]([N+:7](=[O:8])[O-:9])[cH:15][cH:14]4)[CH2:23][CH:22]1[CH2:21][CH:20]([CH2:19]2)[CH2:24]3)=[O:27]. The reactants are C([O-])([O-])=O.[Cs+].[Cs+] (cesium carbonate), C1(=CC=CC=C1)P(C1=CC=CC=2C(C3=CC=CC(=C3OC12)P(C1=CC=CC=C1)C1=CC=CC=C1)(C)C)C1=CC=CC=C1 (4,5-bis(diphenylphosphino)-9,9-dimethylxanthene), [Si](C)(C)(C(C)(C)C)O[C@@H]1CC(N[C@H]1CC)=O ((4R,5S)-4-(tert-butyldimethylsilyloxy)-5-ethylpyrrolidin-2-one), BrC1=CC(=C(C#N)C=C1)Cl (4-bromo-2-chlorobenzonitrile). The reagents and catalysts are C=1C=CC(=CC1)/C=C/C(=O)/C=C/C2=CC=CC=C2.C=1C=CC(=CC1)/C=C/C(=O)/C=C/C2=CC=CC=C2.C=1C=CC(=CC1)/C=C/C(=O)/C=C/C2=CC=CC=C2.[Pd].[Pd] (tris(dibenzylideneacetone)dipalladium(0)). Product: [Si](C)(C)(C(C)(C)C)O[C@H]1[C@@H](N(C(C1)=O)C1=CC(=C(C#N)C=C1)Cl)CC (4-[(2S,3R)-3-(tert-butyldimethylsilyloxy)-2-ethyl-5-oxopyrrolidin-1-yl]-2-chlorobenzonitrile), solid. The yield is 73.0%. RXN SMILES: [Si:1]([O:8][C@H:9]1[C@H:13]([CH2:14][CH3:15])[NH:12][C:11](=[O:16])[CH2:10]1)([C:4]([CH3:7])([CH3:6])[CH3:5])([CH3:3])[CH3:2].Br[C:18]1[CH:25]=[CH:24][C:21]([C:22]#[N:23])=[C:20]([Cl:26])[CH:19]=1.C(=O)([O-])[O-].[Cs+].[Cs+].C1(P(C2C=CC=CC=2)C2C3OC4C(=CC=CC=4P(C4C=CC=CC=4)C4C=CC=CC=4)C(C)(C)C=3C=CC=2)C=CC=CC=1>C1C=CC(/C=C/C(/C=C/C2C=CC=CC=2)=O)=CC=1.C1C=CC(/C=C/C(/C=C/C2C=CC=CC=2)=O)=CC=1.C1C=CC(/C=C/C(/C=C/C2C=CC=CC=2)=O)=CC=1.[Pd].[Pd]>[Si:1]([O:8][C@@H:9]1[CH2:10][C:11](=[O:16])[N:12]([C:18]2[CH:25]=[CH:24][C:21]([C:22]#[N:23])=[C:20]([Cl:26])[CH:19]=2)[C@H:13]1[CH2:14][CH3:15])([C:4]([CH3:7])([CH3:6])[CH3:5])([CH3:3])[CH3:2] |f:2.3.4,6.7.8.9.10|. Procedure: Using (4R,5S)-4-(tert-butyldimethylsilyloxy)-5-ethylpyrrolidin-2-one (320 mg), 4-bromo-2-chlorobenzonitrile (325 mg), cesium carbonate (643 mg), tris(dibenzylideneacetone)dipalladium(0) (60 mg) and 4,5-bis(diphenylphosphino)-9,9-dimethylxanthene (152 mg), and in the same manner as in Reference Example 3, the title compound was obtained as a colorless solid (yield: 366 mg, 73%). Reactants: ( 3 ), [Mg] (magnesium), BrC=1SC=CC1CCCCCCCC (2-bromo-3-octylthiophene), ( 1 ), BrC(C)Br (dibromoethane), BrC=1SC(=CC1)Br (2,5-dibromothiophene), Cl (hydrochloric acid). The reagents and catalysts are Cl[Ni]1([P](CCC[P](C2=CC=CC=C2)1C3=CC=CC=C3)(C4=CC=CC=C4)C5=CC=CC=C5)Cl ([1,3-bis(diphenylphosphino)propane]dichloronickel(II)). The solvent is C(C)OCC (diethyl ether), C(C)OCC (diethyl ether), C(C)OCC (diethyl ether). Conditions: time 3 hour. Product: C(CCCCCCC)C1=C(SC=C1)C=1SC(=CC1)C=1SC=CC1CCCCCCCC (3,3″-dioctyl-2,2′:5′,2″-terthiophene). The yield is 134.5%. Reaction SMILES: [Mg].Br[C:3]1[S:4][CH:5]=[CH:6][C:7]=1[CH2:8][CH2:9][CH2:10][CH2:11][CH2:12][CH2:13][CH2:14][CH3:15].Br[CH:17](Br)[CH3:18].Br[C:21]1[S:22][C:23](Br)=[CH:24][CH:25]=1.Cl>C(OCC)C.Cl[Ni]1(Cl)[P](C2C=CC=CC=2)(C2C=CC=CC=2)CCC[P]1(C1C=CC=CC=1)C1C=CC=CC=1>[CH2:8]([C:7]1[CH:6]=[CH:5][S:4][C:3]=1[C:21]1[S:22][C:23]([C:3]2[S:4][CH:5]=[CH:6][C:7]=2[CH2:8][CH2:9][CH2:10][CH2:11][CH2:12][CH2:13][CH2:17][CH3:18])=[CH:24][CH:25]=1)[CH2:9][CH2:10][CH2:11][CH2:12][CH2:13][CH2:14][CH3:15] |^1:35,51|. Reported procedure: 0.53 g (21.8 mmol) of magnesium turnings were introduced in a 100 ml flask and suspended in 30 ml of anhydrous diethyl ether. To the resulting suspension, maintained under an argon (Ar) atmosphere, was slowly added a solution of 3.0 g (3.9 mmol) of 2-bromo-3-octylthiophene having formula (1) and 0.93 ml (10.9 mmol) of dibromoethane in 20 ml of anhydrous diethyl ether. The obtained reaction mixture was sonicated for 30 minutes and subsequently heated at the boiling point of the solvent, for 1.5 h... Reactants: NC1=C(C#N)C(=CC=C1)OCC1CCCC1 (2-amino-6-(cyclopentylmethoxy)benzonitrile), O=C(CC(=O)OCC)C (ethyl 3-oxobutanoate). Product: NC1=C(C(=NC2=CC=CC(=C12)OCC1CCCC1)C)C(=O)OCC (ethyl 4-amino-5-(cyclopentylmethoxy)-2-methylquinoline-3-carboxylate). RXN SMILES: [NH2:1][C:2]1[CH:9]=[CH:8][CH:7]=[C:6]([O:10][CH2:11][CH:12]2[CH2:16][CH2:15][CH2:14][CH2:13]2)[C:3]=1[C:4]#[N:5].O=[C:18]([CH3:25])[CH2:19][C:20]([O:22][CH2:23][CH3:24])=[O:21]>>[NH2:5][C:4]1[C:3]2[C:2](=[CH:9][CH:8]=[CH:7][C:6]=2[O:10][CH2:11][CH:12]2[CH2:16][CH2:15][CH2:14][CH2:13]2)[N:1]=[C:18]([CH3:25])[C:19]=1[C:20]([O:22][CH2:23][CH3:24])=[O:21]. Procedure: Prepared as in Example 2a from 2-amino-6-(cyclopentylmethoxy)benzonitrile (Tachdjian, C. et al. PCT Int. Appl. 2008, WO 2008154221) and ethyl 3-oxobutanoate as a pale yellow solid (75%). MS 329 (MH+).